Dataset: the Open Reaction Database (ORD), a public repository of structured organic reaction records. Task: describe an organic reaction: reactants, conditions, products, and yield Reactants: [Mn](=O)(=O)(=O)[O-].[K+] (potassium permanganate), N1=C2C(=CC=C1)CC1=C(O2)C=CC(=C1)C(C(C)C)O (1(5H-[1]benzopyrano[2,3-b]pyridin-7-yl)-2-methyl-1-propanol). Run in CC(=O)C (acetone). Conditions: time 1 hour. The product is O=C1C2=C(OC3=NC=CC=C31)C=CC(=C2)C(C(C)C)O (1-(5-oxo-5H-[1]-benzopyrano[2,3-b]-pyridin-7-yl)-2-methyl-1-propanol). RXN SMILES: [Mn]([O-])(=O)(=O)=[O:2].[K+].[N:7]1[CH:12]=[CH:11][CH:10]=[C:9]2[CH2:13][C:14]3[CH:20]=[C:19]([CH:21]([OH:25])[CH:22]([CH3:24])[CH3:23])[CH:18]=[CH:17][C:15]=3[O:16][C:8]=12>CC(C)=O>[O:2]=[C:13]1[C:9]2[C:8](=[N:7][CH:12]=[CH:11][CH:10]=2)[O:16][C:15]2[CH:17]=[CH:18][C:19]([CH:21]([OH:25])[CH:22]([CH3:23])[CH3:24])=[CH:20][C:14]1=2 |f:0.1|. Procedure: 15 g of potassium permanganate is added in small portions to a solution of 11 g of 1(5H-[1]benzopyrano[2,3-b]pyridin-7-yl)-2-methyl-1-propanol in 200 ml of acetone, while the temperature is kept at 10°C. Then the mixture is allowed to stand at 20°C for 1 hour. The reaction mixture is filtered, and the crystalline residue is washed with chloroform. The filtrate and washings are concentrated, and the residue is purified by column chromatography on silica gel with chloroform as eluent, and further ... Procedure details: 80 μL 36% HCl and SnCl2.2H2O (600 mg, 2.66 mmol) were added trans-N-(7-chloro-8-nitro-2,3,4,14b-tetrahydro-1H-dibenzo[b,f]pyrido[1,2-d][1,4]oxazepin-1-yl)-2,2,2-trifluoroacetamide (215 mg, 0.49 mmol) in 10 mL of ethanol. The resulting mixture was stirred at 60° C. for 18 h. After cooling the mixture was evaporated and dissolved in ethyl acetate. Aq. sodium bicarbonate was added to the solution (Sn salts were formed) followed by decalite and the mixture was filtered. The filtrate was extracted wi... Reactants: Cl (HCl), O.O.Cl[Sn]Cl (SnCl2.2H2O), ClC1=CC2=C(OC3=C([C@H]4N2CCC[C@H]4NC(C(F)(F)F)=O)C=CC=C3)C=C1[N+](=O)[O-] (trans-N-(7-chloro-8-nitro-2,3,4,14b-tetrahydro-1H-dibenzo[b,f]pyrido[1,2-d][1,4]oxazepin-1-yl)-2,2,2-trifluoroacetamide). Reaction conditions: temperature 60 celsius, time 18 hour. RXN SMILES: Cl.O.O.Cl[Sn]Cl.[Cl:7][C:8]1[C:33]([N+:34]([O-])=O)=[CH:32][C:11]2[O:12][C:13]3[CH:31]=[CH:30][CH:29]=[CH:28][C:14]=3[C@@H:15]3[C@H:20]([NH:21][C:22](=[O:27])[C:23]([F:26])([F:25])[F:24])[CH2:19][CH2:18][CH2:17][N:16]3[C:10]=2[CH:9]=1>C(O)C>[NH2:34][C:33]1[C:8]([Cl:7])=[CH:9][C:10]2[N:16]3[CH2:17][CH2:18][CH2:19][C@@H:20]([NH:21][C:22](=[O:27])[C:23]([F:26])([F:25])[F:24])[C@H:15]3[C:14]3[CH:28]=[CH:29][CH:30]=[CH:31][C:13]=3[O:12][C:11]=2[CH:32]=1 |f:1.2.3|. Isolated yield 96.1%. The solvent is C(C)O (ethanol). The product is NC=1C(=CC2=C(OC3=C([C@H]4N2CCC[C@H]4NC(C(F)(F)F)=O)C=CC=C3)C1)Cl (trans-N-(8-Amino-7-chloro-2,3,4,14b-tetrahydro-1H-dibenzo[b,f]pyrido[1,2-d][1,4]oxazepin-1-yl)-2,2,2-trifluoroacetamide). The reactants are Cl.BrC=1C=C(NC1C)C(=O)NC1CCNCC1 (4-bromo-5-methyl-N-piperidin-4-yl-1H-pyrrole-2-carboxamide hydrochloride), BrC=1SC=C(N1)C(=O)OCC (ethyl 2-bromo-1,3-thiazole-4-carboxylate), Cl.BrC=1C=C(NC1C)C(=O)NC1CCNCC1 (4-bromo-5-methyl-N-piperidin-4-yl-1H-pyrrole-2-carboxamide hydrochloride), C([O-])(O)=O.[Na+] (sodium bicarbonate). Run in CN(C)C=O (DMF), CCOC(=O)C (EtOAc), O (water). Conditions: temperature 50 celsius. Yields the product BrC=1C=C(NC1C)C(=O)NC1CCN(CC1)C=1SC=C(N1)C(=O)OCC (Ethyl 2-(4-{[(4-bromo-5-methyl-1H-pyrrol-2-yl)carbonyl]amino}piperidin-1-yl)-1,3-thiazole-4-carboxylate). Isolated yield 49.1%. RXN SMILES: Cl.[Br:2][C:3]1[CH:4]=[C:5]([C:9]([NH:11][CH:12]2[CH2:17][CH2:16][NH:15][CH2:14][CH2:13]2)=[O:10])[NH:6][C:7]=1[CH3:8].C(=O)(O)[O-].[Na+].Br[C:24]1[S:25][CH:26]=[C:27]([C:29]([O:31][CH2:32][CH3:33])=[O:30])[N:28]=1>CN(C=O)C.CCOC(C)=O.O>[Br:2][C:3]1[CH:4]=[C:5]([C:9]([NH:11][CH:12]2[CH2:13][CH2:14][N:15]([C:24]3[S:25][CH:26]=[C:27]([C:29]([O:31][CH2:32][CH3:33])=[O:30])[N:28]=3)[CH2:16][CH2:17]2)=[O:10])[NH:6][C:7]=1[CH3:8] |f:0.1,2.3|. Procedure details: 4-Bromo-5-methyl-N-piperidin-4-yl-1H-pyrrole-2-carboxamide hydrochloride (intermediate 57, 0.41 g, 1.27 mmol), sodium bicarbonate (0.42 g, 1.78 mmol) and ethyl 2-bromo-1,3-thiazole-4-carboxylate (0.30 g, 1.27 mmol) were combined in DMF (5 ml) under nitrogen and heated at 50° C. for 18 h. The mixture was cooled to room temperature and diluted with EtOAc (75 ml) and water (10 ml). The organic layer was separated, dried over sodium sulphate, filtered and concentrated under vacuum. Purification by f...